From a dataset of the Open Reaction Database (ORD), a public repository of structured organic reaction records. describe an organic reaction: reactants, conditions, products, and yield Starting materials: FC(COC1=C(C=CC=C1)N1CCNCC1)(F)F (1-[2-(2,2,2-trifluoroethoxy)phenyl]piperazine), ClCCCN1C(NC(C=C1C)=O)=O (1-(3-chloropropyl)-6-methyl-2,4(1H,3H)-pyrimidinedione). Product: Cl.FC(COC1=C(C=CC=C1)N1CCN(CC1)CCCN1C(NC(C=C1C)=O)=O)(F)F (1-(3-{4-[2-(2,2,2-trifluoroethoxy)phenyl]piperazin-1-yl}propyl)-6-methyl-2,4(1H,3H)-pyrimidinedione hydrochloride). RXN SMILES: [F:1][C:2]([F:18])([F:17])[CH2:3][O:4][C:5]1[CH:10]=[CH:9][CH:8]=[CH:7][C:6]=1[N:11]1[CH2:16][CH2:15][NH:14][CH2:13][CH2:12]1.[Cl:19][CH2:20][CH2:21][CH2:22][N:23]1[C:28]([CH3:29])=[CH:27][C:26](=[O:30])[NH:25][C:24]1=[O:31]>>[ClH:19].[F:18][C:2]([F:1])([F:17])[CH2:3][O:4][C:5]1[CH:10]=[CH:9][CH:8]=[CH:7][C:6]=1[N:11]1[CH2:16][CH2:15][N:14]([CH2:20][CH2:21][CH2:22][N:23]2[C:28]([CH3:29])=[CH:27][C:26](=[O:30])[NH:25][C:24]2=[O:31])[CH2:13][CH2:12]1 |f:2.3|. Procedure: substituting 1-[2-(2,2,2-trifluoroethoxy)phenyl]piperazine and 1-(3-chloropropyl)-6-methyl-2,4(1H,3H)-pyrimidinedione gave 1-(3-{4-[2-(2,2,2-trifluoroethoxy)phenyl]piperazin-1-yl}propyl)-6-methyl-2,4(1H,3H)-pyrimidinedione hydrochloride, m.p. 217°-219° C.; Anal.: Calcd. for C20H25F3N4O3.(HCl)2 : C, 48.10; H, 5.44; N, 11.22%; Found: C, 47.96; H, 5.46; N, 11.15%; Reactants: [Na][Na] (disodium), P(=O)(OC1=CC=C(C=C1)OP(=O)(O)O)(OC1=CC=C(C=C1)C(C)(C)C1=CC=CC=C1)O (4-dihydroxyphosphinyloxyphenyl 4-(1-phenyl-1-methylethyl)phenyl hydrogen phosphate). Yields the product P(=O)(OC1=CC=C(C=C1)C(C)(C)C1=CC=CC=C1)(OC1=CC=CC2=CC=CC=C12)[O-].[Na+] (sodium 4-(1-phenyl-1-methylethyl)phenyl 1-naphthyl phosphate). RXN SMILES: [Na:1][Na].[P:3]([OH:33])([O:17][C:18]1[CH:23]=[CH:22][C:21]([C:24]([C:27]2[CH:32]=[CH:31][CH:30]=[CH:29][CH:28]=2)([CH3:26])[CH3:25])=[CH:20][CH:19]=1)([O:5][C:6]1[CH:11]=[CH:10][C:9](OP(O)(O)=O)=[CH:8][CH:7]=1)=[O:4]>>[P:3]([O-:33])([O:5][C:6]1[C:11]2[C:10](=[CH:11][CH:6]=[CH:7][CH:8]=2)[CH:9]=[CH:8][CH:7]=1)([O:17][C:18]1[CH:19]=[CH:20][C:21]([C:24]([C:27]2[CH:32]=[CH:31][CH:30]=[CH:29][CH:28]=2)([CH3:26])[CH3:25])=[CH:22][CH:23]=1)=[O:4].[Na+:1] |f:2.3|. Procedure: disodium salt of 4-dihydroxyphosphinyloxyphenyl 4-(1-phenyl-1-methylethyl)phenyl hydrogen phosphate Reactants: ClC1=C(N)C(=CC(=C1)C(F)(F)F)Cl (2,6-dichloro-4-trifluoromethylaniline), ice water, N(=O)[O-].[Na+] (sodium nitrite), [N-]=[N+]=[N-].[Na+] (sodium azide), O (water). Run in C(C)(=O)O (acetic acid), S(O)(O)(=O)=O (sulphuric acid). The product is N(=[N+]=[N-])C1=C(C=C(C=C1Cl)C(F)(F)F)Cl (1-azido-2,6-dichloro-4-trifluoromethylbenzene). RXN SMILES: N([O-])=O.[Na+].[Cl:5][C:6]1[CH:12]=[C:11]([C:13]([F:16])([F:15])[F:14])[CH:10]=[C:9]([Cl:17])[C:7]=1[NH2:8].[N-:18]=[N+:19]=[N-].[Na+].O>S(=O)(=O)(O)O.C(O)(=O)C>[N:8]([C:7]1[C:6]([Cl:5])=[CH:12][C:11]([C:13]([F:16])([F:15])[F:14])=[CH:10][C:9]=1[Cl:17])=[N+:18]=[N-:19] |f:0.1,3.4|. Procedure: A solution of sodium nitrite (3.2 g) in concentrated sulphuric acid (22 ml) was added dropwise with cooling to a solution of 2,6-dichloro-4-trifluoromethylaniline (9.3 g) in glacial acetic acid (48 ml). The mixture was stirred at room temperature for half an hour and then cooled to 0°-5°. A solution of sodium azide (2.6 g) in the minimum volume of water was added dropwise with cooling and the mixture stirred at 0°-5° for 1 hour and then at room temperature overnight. The mixture was poured into ... Starting materials: [BH3-]C#N, CCOc1cc(C=O)cc(OCC)c1-n1cccc1, CCN(C(C)C)C(C)C, Cc1cc(C(=O)NC2CCNCC2)cc(C)c1C(=O)O, CCO, CC(=O)O, [Na+]. Product: CCOc1cc(CN2CCC(NC(=O)c3cc(C)c(C(=O)O)c(C)c3)CC2)cc(OCC)c1-n1cccc1. Reaction SMILES: [C:40]([BH3-:41])#[N:42].[CH2:21]([CH3:22])[O:23][c:24]1[cH:25][c:26]([CH:27]=[O:28])[cH:29][c:30]([O:37][CH2:38][CH3:39])[c:31]1-[n:32]1[cH:33][cH:34][cH:35][cH:36]1.[CH2:44]([N:45]([CH:46]([CH3:47])[CH3:48])[CH:49]([CH3:50])[CH3:51])[CH3:52].[CH3:1][c:2]1[c:3]([C:4](=[O:5])[OH:6])[c:7]([CH3:20])[cH:8][c:9]([C:11](=[O:12])[NH:13][CH:14]2[CH2:15][CH2:16][NH:17][CH2:18][CH2:19]2)[cH:10]1.[CH3:53][CH2:54][OH:55].[CH3:56][C:57](=[O:58])[OH:59].[Na+:43]>>[CH3:1][c:2]1[c:3]([C:4](=[O:5])[OH:6])[c:7]([CH3:20])[cH:8][c:9]([C:11](=[O:12])[NH:13][CH:14]2[CH2:15][CH2:16][N:17]([CH2:27][c:26]3[cH:25][c:24]([O:23][CH2:21][CH3:22])[c:31](-[n:32]4[cH:33][cH:34][cH:35][cH:36]4)[c:30]([O:37][CH2:38][CH3:39])[cH:29]3)[CH2:18][CH2:19]2)[cH:10]1. The reactants are O=Cc1ccc2c(c1)OCCO2, ONC1CCCCC1. The product is [O-][N+](=Cc1ccc2c(c1)OCCO2)C1CCCCC1. As a reaction SMILES: [CH2:1]1[O:2][c:3]2[cH:4][c:5]([CH:6]=[O:7])[cH:8][cH:9][c:10]2[O:11][CH2:12]1.[CH:13]1([NH:19][OH:20])[CH2:14][CH2:15][CH2:16][CH2:17][CH2:18]1>>[CH2:1]1[O:2][c:3]2[cH:4][c:5]([CH:6]=[N+:19]([CH:13]3[CH2:14][CH2:15][CH2:16][CH2:17][CH2:18]3)[O-:20])[cH:8][cH:9][c:10]2[O:11][CH2:12]1. Reactants: C(C1=CC=CC=C1)ON(C=O)CC1(CCCC1)C(=O)NNC1=NC=CC(=N1)C(F)(F)F (N-benzyloxy-N-{1-[N′-(4-trifluoromethyl-pyrimidin-2-yl)-hydrazinocarbonyl]-cyclopentylmethyl}-formamide). Reagents/catalysts: [Pd] (Pd/C). Run in CO (methanol). Reaction conditions: time 4 hour. Product: ON(C=O)CC1(CCCC1)C(=O)NNC1=NC=CC(=N1)C(F)(F)F (N-Hydroxy-N-{1-[N′-(4-Trifluoromethyl-Pyrimidin-2-yl)-Hydrazinocarbonyl]-Cyclopentylmethyl}-Formamide). Yield: 37.9%. RXN SMILES: C([O:8][N:9]([CH2:12][C:13]1([C:18]([NH:20][NH:21][C:22]2[N:27]=[C:26]([C:28]([F:31])([F:30])[F:29])[CH:25]=[CH:24][N:23]=2)=[O:19])[CH2:17][CH2:16][CH2:15][CH2:14]1)[CH:10]=[O:11])C1C=CC=CC=1>CO.[Pd]>[OH:8][N:9]([CH2:12][C:13]1([C:18]([NH:20][NH:21][C:22]2[N:27]=[C:26]([C:28]([F:31])([F:29])[F:30])[CH:25]=[CH:24][N:23]=2)=[O:19])[CH2:17][CH2:16][CH2:15][CH2:14]1)[CH:10]=[O:11]. Procedure: To a solution of N-benzyloxy-N-{1-[N′-(4-trifluoromethyl-pyrimidin-2-yl)-hydrazinocarbonyl]-cyclopentylmethyl}-formamide (0.085 g, 0.19 mmol) in methanol (10 mL) was added 10% Pd/C (0.03 g). The reaction mixture was subjected to hydrogenation for 4 h at room temperature. The reaction mixture was then filtered through a pad of Celite@, and washed with methanol (20 mL). Removal of the solvent provided the title compound as a white solid (0.025 g, 38%). MH+348. The reactants are O=[O+][O-] (Ozone), FC1=C(C2=C(C=C(O2)C)C=C1)CCC (6-fluoro-2-methyl-7-propyl-benzofuran), CSC (dimethyl sulfide). Run at time 30 minute. Product: FC1=C(C(=C(C=O)C=C1)O)CCC (4-fluoro-2-hydroxy-3-propyl-benzaldehyde). Isolated yield 72.0%. As a reaction SMILES: [O:1]=[O+][O-].[F:4][C:5]1[CH:14]=[CH:13][C:8]2[CH:9]=C(C)[O:11][C:7]=2[C:6]=1[CH2:15][CH2:16][CH3:17].CSC>>[F:4][C:5]1[CH:14]=[CH:13][C:8]([CH:9]=[O:1])=[C:7]([OH:11])[C:6]=1[CH2:15][CH2:16][CH3:17]. Procedure: Ozone was conducted at -78° into a solution of 4.8 g (25 mmol) of 6-fluoro-2-methyl-7-propyl-benzofuran until the colour became blue. Subsequently, argon was conducted through the solution which was then treated at -78° with 10 ml (136 mmol) of dimethyl sulfide. After warming to room temperature the solution was concentrated in a vacuum and the residue was dissolved in 40 ml of ethanol. After the addition of 20 ml of 3% sodium hydrogen carbonate solution the mixture was stirred at 70° for 30 min...